This data is from the Open Reaction Database (ORD), a public repository of structured organic reaction records. The task is: describe an organic reaction: reactants, conditions, products, and yield Starting materials: CCO, CCOC(=O)c1cc2cc([N+](=O)[O-])ccc2[nH]1, C1CCOC1. Yields the product CCOC(=O)c1cc2cc(N)ccc2[nH]1. Reaction SMILES: [CH3:18][CH2:19][OH:20].[N+:1]([O-:2])(=[O:3])[c:4]1[cH:5][c:6]2[cH:7][c:8]([C:13](=[O:14])[O:15][CH2:16][CH3:17])[nH:9][c:10]2[cH:11][cH:12]1.[O:21]1[CH2:22][CH2:23][CH2:24][CH2:25]1>>[NH2:1][c:4]1[cH:5][c:6]2[cH:7][c:8]([C:13](=[O:14])[O:15][CH2:16][CH3:17])[nH:9][c:10]2[cH:11][cH:12]1. Starting materials: CC1=NOC(=C1C)NS(=O)(=O)C=1C(=CC=CC1)C1=C(C=C(C=C1)C=1OC=CN1)CNC (N-(3,4-dimethyl-5-isoxazolyl)-2'-[(methylamino)methyl]-4'-(2-oxazolyl)[1,1'-biphenyl]-2-sulfonamide), N1C(=CC2=CC=CC=C12)C(=O)O (indole-2-carboxylic acid), C(C)(C)N=C=NC(C)C (1,3-diisopropylcarbodiimide). Run in C(Cl)Cl (CH2Cl2), CN(C)C=O (DMF). Run at time 12 hour. Yields the product CC1=NOC(=C1C)NS(=O)(=O)C1=C(C=CC=C1)C1=C(C=C(C=C1)C=1OC=CN1)CN(C(=O)C=1NC2=CC=CC=C2C1)C (N-[[2'-[[(3,4-Dimethyl-5-isoxazolyl)amino]sulfonyl]-4-(2-oxazolyl)[1,1'-biphenyl]-2-yl]methyl]-N-methyl-1H-indole-2-carboxamide). Isolated yield 36.2%. Reaction SMILES: [CH3:1][C:2]1[C:6]([CH3:7])=[C:5]([NH:8][S:9]([C:12]2[C:13]([C:18]3[CH:23]=[CH:22][C:21]([C:24]4[O:25][CH:26]=[CH:27][N:28]=4)=[CH:20][C:19]=3[CH2:29][NH:30][CH3:31])=[CH:14][CH:15]=[CH:16][CH:17]=2)(=[O:11])=[O:10])[O:4][N:3]=1.[NH:32]1[C:40]2[C:35](=[CH:36][CH:37]=[CH:38][CH:39]=2)[CH:34]=[C:33]1[C:41]([OH:43])=O.C(N=C=NC(C)C)(C)C>C(Cl)Cl.CN(C=O)C>[CH3:1][C:2]1[C:6]([CH3:7])=[C:5]([NH:8][S:9]([C:12]2[CH:17]=[CH:16][CH:15]=[CH:14][C:13]=2[C:18]2[CH:23]=[CH:22][C:21]([C:24]3[O:25][CH:26]=[CH:27][N:28]=3)=[CH:20][C:19]=2[CH2:29][N:30]([CH3:31])[C:41]([C:33]2[NH:32][C:40]3[C:35]([CH:34]=2)=[CH:36][CH:37]=[CH:38][CH:39]=3)=[O:43])(=[O:11])=[O:10])[O:4][N:3]=1. Procedure details: To a solution of 0.05 g (0.114 mmol) of N-(3,4-dimethyl-5-isoxazolyl)-2'-[(methylamino)methyl]-4'-(2-oxazolyl)[1,1'-biphenyl]-2-sulfonamide prepared as described in step A of Example 28 in 2 mL of CH2Cl2 and 0.1 mL DMF, 0.018 g (0.114 mmol) of indole-2-carboxylic acid and 0.021 g (0.142 mmol) of 1,3-diisopropylcarbodiimide were added. The mixture was then stirred at room temperature for 12 hr and evaporated. The residue was purified by reverse phase preparative HPLC on a 30×500 mm ODS S10 column... Reactants: Cl, CON, O=C(Cc1ccccc1)c1ccc(O)cc1, c1ccncc1. The product is CON=C(Cc1ccccc1)c1ccc(O)cc1. RXN SMILES: [ClH:17].[O:18]([CH3:19])[NH2:20].[OH:1][c:2]1[cH:3][cH:4][c:5]([C:8]([CH2:9][c:10]2[cH:11][cH:12][cH:13][cH:14][cH:15]2)=[O:16])[cH:6][cH:7]1.[cH:21]1[cH:22][cH:23][n:24][cH:25][cH:26]1>>[OH:1][c:2]1[cH:3][cH:4][c:5]([C:8]([CH2:9][c:10]2[cH:11][cH:12][cH:13][cH:14][cH:15]2)=[N:20][O:18][CH3:19])[cH:6][cH:7]1. Starting materials: C(C)(=O)OCC1=C(C2=C(C(C=C(O2)C2=CC(=C(C=C2)NC(CCl)=O)F)=O)C(=C1F)N)F (7-(acetoxymethyl)-5-amino-2-[4-(chloroacetamido)-3-fluorophenyl]-6,8-difluoro-4H-1-benzopyran-4-one), [N-]=[N+]=[N-].[Na+] (sodium azide), O (Water). Solvent: CN(C=O)C (dimethylformamide). Run at time 1 hour. The product is C(C)(=O)OCC1=C(C2=C(C(C=C(O2)C2=CC(=C(C=C2)NC(CN=[N+]=[N-])=O)F)=O)C(=C1F)N)F (7-(acetoxymethyl)-5-amino-2-[4-(azidoacetamido)-3-fluorophenyl]-6,8-difluoro-4H-1-benzopyran-4-one). Yield: 99.5%. Reaction SMILES: [C:1]([O:4][CH2:5][C:6]1[C:28]([F:29])=[C:27]([NH2:30])[C:9]2[C:10](=[O:26])[CH:11]=[C:12]([C:14]3[CH:19]=[CH:18][C:17]([NH:20][C:21](=[O:24])[CH2:22]Cl)=[C:16]([F:25])[CH:15]=3)[O:13][C:8]=2[C:7]=1[F:31])(=[O:3])[CH3:2].[N-:32]=[N+:33]=[N-:34].[Na+].O>CN(C)C=O>[C:1]([O:4][CH2:5][C:6]1[C:28]([F:29])=[C:27]([NH2:30])[C:9]2[C:10](=[O:26])[CH:11]=[C:12]([C:14]3[CH:19]=[CH:18][C:17]([NH:20][C:21](=[O:24])[CH2:22][N:32]=[N+:33]=[N-:34])=[C:16]([F:25])[CH:15]=3)[O:13][C:8]=2[C:7]=1[F:31])(=[O:3])[CH3:2] |f:1.2|. Procedure: To a solution of 7-(acetoxymethyl)-5-amino-2-[4-(chloroacetamido)-3-fluorophenyl]-6,8-difluoro-4H-1-benzopyran-4-one (1.00 g, 2.20 mmol) in dimethylformamide (50 mL) was added sodium azide (715 mg, 11 mmol), and the mixture was stirred at room temperature for 1 hour. Water was added thereto, and the crystals precipitated were collected by filtration to afford 7-(acetoxymethyl)-5-amino-2-[4-(azidoacetamido)-3-fluorophenyl]-6,8-difluoro-4H-1-benzopyran-4-one (1.01 g, 100%). Starting materials: S(=O)(Cl)Cl (Thionyl chloride), BrC=1C=C(C(=O)O)C=CC1CC(CC)C (3-bromo-4-(2'-methylbutyl)benzoic acid). Product: BrC=1C=C(C(=O)Cl)C=CC1CC(CC)C (3-bromo-4-(2'-methylbutyl)benzoic acid chloride). Yield: 98.1%. Reaction SMILES: S(Cl)([Cl:3])=O.[Br:5][C:6]1[CH:7]=[C:8]([CH:12]=[CH:13][C:14]=1[CH2:15][CH:16]([CH3:19])[CH2:17][CH3:18])[C:9](O)=[O:10]>>[Br:5][C:6]1[CH:7]=[C:8]([CH:12]=[CH:13][C:14]=1[CH2:15][CH:16]([CH3:19])[CH2:17][CH3:18])[C:9]([Cl:3])=[O:10]. Reported procedure: Thionyl chloride (118 g) was added to the 3-bromo-4-(2'-methylbutyl)benzoic acid (100 g, 0.37 mol) followed by refluxing the mixture for 2 hours and distilling off excess thionyl chloride under reduced pressure to obtain 3-bromo-4-(2'-methylbutyl)benzoic acid chloride (105.1 g). Reactants: O=C(C(C1=CC=C(C=C1)C(F)(F)F)C=1C(C(C1OCC)=O)=O)C (3-[2-Oxo-1-(4-trifluoromethyl-phenyl)-propyl]-4-ethoxy-cyclobut-3-ene-1,2-dione), NC(C)C(C)(C)C (2-amino-3,3-dimethylbutane), C(C)OCC (Diethyl ether). Run in C(C)O (ethanol). Run at time 8 hour. Product: O=CCC(C1=CC=C(C=C1)C(F)(F)F)C=1C(C(C1NC(C(C)(C)C)C)=O)=O (3-[Oxo-1-(4-trifluoromethyl-phenyl)-propyl]-4-(1,1,1-trimethyl-propylamino)-cyclobut-3-ene-1,2-dione). Isolated yield 37.0%. RXN SMILES: O=[C:2]([CH3:23])[CH:3]([C:14]1[C:15](=O)[C:16](=[O:21])[C:17]=1[O:18]CC)[C:4]1[CH:9]=[CH:8][C:7]([C:10]([F:13])([F:12])[F:11])=[CH:6][CH:5]=1.[NH2:24][CH:25]([C:27]([CH3:30])([CH3:29])[CH3:28])[CH3:26].C([O:33]CC)C>C(O)C>[O:33]=[CH:23][CH2:2][CH:3]([C:14]1[C:17](=[O:18])[C:16](=[O:21])[C:15]=1[NH:24][CH:25]([CH3:26])[C:27]([CH3:30])([CH3:29])[CH3:28])[C:4]1[CH:5]=[CH:6][C:7]([C:10]([F:11])([F:12])[F:13])=[CH:8][CH:9]=1. Reported procedure: 3-[2-Oxo-1-(4-trifluoromethyl-phenyl)-propyl]-4-ethoxy-cyclobut-3-ene-1,2-dione (0.350 g, 1.07 mmol) and 2-amino-3,3-dimethylbutane (0.13 mL, 0.998 mmol) were stirred together in ethanol (6 mL) at room temperature overnight. Diethyl ether (25 mL) was added and the precipitated product was collected by filtration. It was stirred in diethyl ether/petroleum ether overnight, filtered and dried in vacuo to afford 0.15 g (37%) of desired product (1H NMR in CDCl3 suggested the presence of both the keto... Starting materials: O=C1N(CCNC1)C1=CC=C2C=C(C=NC2=C1)C#N (7-(2-oxopiperazin-1-yl)quinoline-3-carbonitrile), CC1=C(C=CC=2C(OCC21)=O)[C@H]2OC2 (4-methyl-5-[(2R)-oxiran-2-yl]-2-benzofuran-1(3H)-one). Solvent: CCO (EtOH). Run at temperature 140 celsius. Yields the product O[C@@H](CN1CC(N(CC1)C1=CC=C2C=C(C=NC2=C1)C#N)=O)C1=C(C2=C(C(OC2)=O)C=C1)C (7-{4-[(2R)-2-Hydroxy-2-(4-methyl-1-oxo-1,3-dihydro-2-benzofuran-5-yl)ethyl]-2-oxopiperazin-1-yl}quinoline-3-carbonitrile). Reaction SMILES: [O:1]=[C:2]1[CH2:7][NH:6][CH2:5][CH2:4][N:3]1[C:8]1[CH:17]=[C:16]2[C:11]([CH:12]=[C:13]([C:18]#[N:19])[CH:14]=[N:15]2)=[CH:10][CH:9]=1.[CH3:20][C:21]1[C:29]2[CH2:28][O:27][C:26](=[O:30])[C:25]=2[CH:24]=[CH:23][C:22]=1[C@@H:31]1[CH2:33][O:32]1>CCO>[OH:32][C@H:31]([C:22]1[CH:23]=[CH:24][C:25]2[C:26](=[O:30])[O:27][CH2:28][C:29]=2[C:21]=1[CH3:20])[CH2:33][N:6]1[CH2:5][CH2:4][N:3]([C:8]2[CH:17]=[C:16]3[C:11]([CH:12]=[C:13]([C:18]#[N:19])[CH:14]=[N:15]3)=[CH:10][CH:9]=2)[C:2](=[O:1])[CH2:7]1. Procedure: A mixture of 7-(2-oxopiperazin-1-yl)quinoline-3-carbonitrile [I-9] (20 mg, 0.079 mmol) and 4-methyl-5-[(2R)-oxiran-2-yl]-2-benzofuran-1(3H)-one (30 mg, 0.16 mmol) in EtOH (1.5 mL) in a 5 mL microwave tube was heated to 140° C. for 2 hours. LC showed formation of the title product, which was purified by mass-directed reverse phase HPLC (AcCN-Water with 0.1% TFA). LC-MS (IE, m/z): 443 [M+1]+.